Dataset: the Open Reaction Database (ORD), a public repository of structured organic reaction records. Task: describe an organic reaction: reactants, conditions, products, and yield The reactants are C(CCC)O (butanol), ClC1=NC=CC=C1OC (2-chloro-3-methoxypyridine), O.NN (hydrazine monohydrate), C([O-])([O-])=O.[K+].[K+] (potassium carbonate). Solvent: O (water). The product is N(N)C1=NC=CC=C1OC (2-Hydrazino-3-methoxypyridine). Reaction SMILES: C(O)CCC.Cl[C:7]1[C:12]([O:13][CH3:14])=[CH:11][CH:10]=[CH:9][N:8]=1.O.[NH2:16][NH2:17].C(=O)([O-])[O-].[K+].[K+]>O>[NH:16]([C:7]1[C:12]([O:13][CH3:14])=[CH:11][CH:10]=[CH:9][N:8]=1)[NH2:17] |f:2.3,4.5.6|. Procedure: To 50 ml of a butanol solution of 9.376 g of 2-chloro-3-methoxypyridine were added 16 ml of hydrazine monohydrate and 9.03 g of anhydrous potassium carbonate, and the mixture was heated under reflux for 20 hours. After cooling, the reaction mixture was poured into 200 ml of water and extracted with a mixed solvent of methanol-chloroform (1:9 by volume). The organic layer was washed with a saturated sodium chloride aqueous solution, and dried over anhydrous sodium sulfate. The solvent was removed... Reactants: BrC=1C=C2C(=CC1)OC=1C(=NC(=CC1[C@@]21N=C(SC1)N)Cl)F ((S)-7-bromo-3-chloro-1-fluoro-5′H-spiro[chromeno[2,3-c]pyridine-5,4′-thiazol]-2′-amine), FC1=NC=CC=C1B(O)O (2-fluoropyridin-3-ylboronic acid), N1CCOCC1 (morpholine). The product is FC1=NC=CC=C1C=1C=C2C(=CC1)OC=1C=NC(=CC1[C@@]21N=C(SC1)N)N1CCOCC1 ((S)-7-(2-fluoropyridin-3-yl)-3-morpholino-5′H-spiro[chromeno[2,3-c]pyridine-5,4′-thiazol]-2′-amine). As a reaction SMILES: Br[C:2]1[CH:3]=[C:4]2[C@@:15]3([CH2:19][S:18][C:17]([NH2:20])=[N:16]3)[C:14]3[CH:13]=[C:12](Cl)[N:11]=[C:10](F)[C:9]=3[O:8][C:5]2=[CH:6][CH:7]=1.[F:23][C:24]1[C:29](B(O)O)=[CH:28][CH:27]=[CH:26][N:25]=1.[NH:33]1[CH2:38][CH2:37][O:36][CH2:35][CH2:34]1>>[F:23][C:24]1[C:29]([C:2]2[CH:3]=[C:4]3[C@@:15]4([CH2:19][S:18][C:17]([NH2:20])=[N:16]4)[C:14]4[CH:13]=[C:12]([N:33]5[CH2:38][CH2:37][O:36][CH2:35][CH2:34]5)[N:11]=[CH:10][C:9]=4[O:8][C:5]3=[CH:6][CH:7]=2)=[CH:28][CH:27]=[CH:26][N:25]=1. Reported procedure: The titled compound was synthesized by steps analogous to those described in Method CC10 above, but using (S)-7-bromo-3-chloro-1-fluoro-5′H-spiro[chromeno[2,3-c]pyridine-5,4′-thiazol]-2′-amine (prepared as described in Method BB26 but using 7-bromo-3-chloro-5H-chromeno[2,3-c]pyridin-5-one), 2-fluoropyridin-3-ylboronic acid and morpholine. MS m/z=450.1 [M+H]+. Calculated for C23H20FN5O2S: 449.13. As a reaction SMILES: [C:1]([O:2][BH-:3]([O:4][C:5](=[O:6])[CH3:7])[O:8][C:9](=[O:10])[CH3:11])(=[O:12])[CH3:13].[CH:34](=[O:35])[c:36]1[cH:37][cH:38][cH:39][cH:40][cH:41]1.[Cl:44][CH2:45][CH2:46][Cl:47].[NH2:15][c:16]1[cH:17][cH:18][c:19]2[c:20]([n:21][c:22]([N:24]3[CH2:25][CH2:26][N:27]4[CH2:28][CH2:29][CH:30]3[CH2:31][CH2:32]4)[o:23]2)[cH:33]1.[Na+:14].[Na+:43].[OH-:42]>>[NH:15]([c:16]1[cH:17][cH:18][c:19]2[c:20]([n:21][c:22]([N:24]3[CH2:25][CH2:26][N:27]4[CH2:28][CH2:29][CH:30]3[CH2:31][CH2:32]4)[o:23]2)[cH:33]1)[CH2:34][c:36]1[cH:37][cH:38][cH:39][cH:40][cH:41]1. The reactants are CC(=O)O[BH-](OC(C)=O)OC(C)=O, O=Cc1ccccc1, ClCCCl, Nc1ccc2oc(N3CCN4CCC3CC4)nc2c1, [Na+], [Na+], [OH-]. Product: c1ccc(CNc2ccc3oc(N4CCN5CCC4CC5)nc3c2)cc1. The reactants are COc1cc2c(Oc3ccc(NC(=O)C4(C(=O)O)CC4)cc3F)ccnc2cc1OCc1ccccc1, CCO, C1=CCC=CC1, [NH-]c1ccc(F)cc1. Yields the product [NH-]c1ccc(F)cc1, COc1cc2c(Oc3ccc(NC(=O)C4(C(=O)O)CC4)cc3F)ccnc2cc1O. As a reaction SMILES: [CH2:9]([c:10]1[cH:11][cH:12][cH:13][cH:14][cH:15]1)[O:16][c:17]1[c:18]([O:44][CH3:45])[cH:19][c:20]2[c:21]([O:27][c:28]3[c:29]([F:43])[cH:30][c:31]([NH:34][C:35](=[O:36])[C:37]4([C:40](=[O:41])[OH:42])[CH2:38][CH2:39]4)[cH:32][cH:33]3)[cH:22][cH:23][n:24][c:25]2[cH:26]1.[CH3:52][CH2:53][OH:54].[CH:46]1=[CH:51][CH2:50][CH:49]=[CH:48][CH2:47]1.[F:1][c:2]1[cH:3][cH:4][c:5]([NH-:8])[cH:6][cH:7]1>>[F:1][c:2]1[cH:3][cH:4][c:5]([NH-:8])[cH:6][cH:7]1.[OH:16][c:17]1[c:18]([O:44][CH3:45])[cH:19][c:20]2[c:21]([O:27][c:28]3[c:29]([F:43])[cH:30][c:31]([NH:34][C:35](=[O:36])[C:37]4([C:40](=[O:41])[OH:42])[CH2:38][CH2:39]4)[cH:32][cH:33]3)[cH:22][cH:23][n:24][c:25]2[cH:26]1. The reactants are [H-].[Na+] (NaH), COC(=O)[C@@H]1CN(CC(N1)=O)C(=O)OCC=C ((S)-5-oxo-piperazine-1,3-dicarboxylic acid 1-allyl ester 3-methyl ester), C(C1=CC=CC=C1)(C1=CC=CC=C1)=NC1=C(C#N)C=CC(=C1)CBr (2-(benzhydrylidene-amino)-4-bromomethyl-benzonitrile). Run in CN(C)C=O (DMF). Conditions: time 30 minute. Yields the product COC(=O)C1CN(CC(N1CC1=CC(=C(C=C1)C#N)N=C(C1=CC=CC=C1)C1=CC=CC=C1)=O)C(=O)OCC=C ((±)-4-[3-(Benzhydrylidene-amino)-4-cyano-benzyl]-5-oxo-piperazine-1,3-dicarboxylic acid 1-allyl ester 3-methyl ester). Isolated yield 39.0%. Reaction SMILES: [CH3:1][O:2][C:3]([C@H:5]1[NH:10][C:9](=[O:11])[CH2:8][N:7]([C:12]([O:14][CH2:15][CH:16]=[CH2:17])=[O:13])[CH2:6]1)=[O:4].[C:18](=[N:31][C:32]1[CH:39]=[C:38]([CH2:40]Br)[CH:37]=[CH:36][C:33]=1[C:34]#[N:35])([C:25]1[CH:30]=[CH:29][CH:28]=[CH:27][CH:26]=1)[C:19]1[CH:24]=[CH:23][CH:22]=[CH:21][CH:20]=1.[H-].[Na+]>CN(C=O)C>[CH3:1][O:2][C:3]([CH:5]1[N:10]([CH2:40][C:38]2[CH:37]=[CH:36][C:33]([C:34]#[N:35])=[C:32]([N:31]=[C:18]([C:19]3[CH:24]=[CH:23][CH:22]=[CH:21][CH:20]=3)[C:25]3[CH:30]=[CH:29][CH:28]=[CH:27][CH:26]=3)[CH:39]=2)[C:9](=[O:11])[CH2:8][N:7]([C:12]([O:14][CH2:15][CH:16]=[CH2:17])=[O:13])[CH2:6]1)=[O:4] |f:2.3|. Procedure details: To a solution containing (S)-5-oxo-piperazine-1,3-dicarboxylic acid 1-allyl ester 3-methyl ester (0.43 g, 1.77 mmol), EXAMPLE 56, and 2-(benzhydrylidene-amino)-4-bromomethyl-benzonitrile (0.66 g, 1.77 mmol), EXAMPLE 13, in anhydrous DMF (5 mL) at 0° C. is added 60% NaH (78 mg, 1.95 mmol). After 30 min, the reaction mixture is warmed to ambient temperature and maintained for 6 hours. The reaction mixture is carefully quenched with water and then diluted with water and diethyl ether. The layers ar... The product is O=C(O)CNC(=O)CSC(=O)c1ccccc1. Starting materials: OC(=S)c1ccccc1, CCO, O=C(O)CNC(=O)CCl, Cl, [K+], [OH-]. Reaction SMILES: [C:10]([c:11]1[cH:12][cH:13][cH:14][cH:15][cH:16]1)(=[S:17])[OH:18].[CH3:22][CH2:23][OH:24].[Cl:1][CH2:2][C:3](=[O:4])[NH:5][CH2:6][C:7](=[O:8])[OH:9].[ClH:21].[K+:20].[OH-:19]>>[CH2:2]([C:3](=[O:4])[NH:5][CH2:6][C:7](=[O:8])[OH:9])[S:17][C:10]([c:11]1[cH:12][cH:13][cH:14][cH:15][cH:16]1)=[O:18].